Dataset: the Open Reaction Database (ORD), a public repository of structured organic reaction records. Task: describe an organic reaction: reactants, conditions, products, and yield The reactants are O=C(c1ccc(C2OCCCO2)cc1)c1cn(Cc2cccc(Br)n2)c2ccccc2c1=O, CC(=O)O[BH-](OC(C)=O)OC(C)=O, C1CCOC1, CN, ClCCl, Cl, [Na+], C1COCCO1. The product is O=Cc1ccc(C(=O)c2cn(Cc3cccc(Br)n3)c3ccccc3c2=O)cc1. RXN SMILES: [Br:1][c:2]1[cH:3][cH:4][cH:5][c:6]([CH2:8][n:9]2[cH:10][c:11]([C:20]([c:21]3[cH:22][cH:23][c:24]([CH:27]4[O:28][CH2:32][CH2:31][CH2:30][O:29]4)[cH:25][cH:26]3)=[O:33])[c:12](=[O:19])[c:13]3[cH:14][cH:15][cH:16][cH:17][c:18]23)[n:7]1.[C:35]([O:36][BH-:37]([O:38][C:39](=[O:40])[CH3:41])[O:42][C:43](=[O:44])[CH3:45])(=[O:46])[CH3:47].[CH2:57]1[O:58][CH2:59][CH2:60][CH2:61]1.[CH3:49][NH2:50].[Cl:62][CH2:63][Cl:64].[ClH:34].[Na+:48].[O:51]1[CH2:52][CH2:53][O:54][CH2:55][CH2:56]1>>[Br:1][c:2]1[cH:3][cH:4][cH:5][c:6]([CH2:8][n:9]2[cH:10][c:11]([C:20]([c:21]3[cH:22][cH:23][c:24]([CH:27]=[O:28])[cH:25][cH:26]3)=[O:33])[c:12](=[O:19])[c:13]3[cH:14][cH:15][cH:16][cH:17][c:18]23)[n:7]1. The reactants are CC1=NN=C(S1)N=C=O (5-methyl-1,3,4-thiadiazol-2-yl isocyanate), dimethyl acetal, CNCC=O (2-methylaminoacetaldehyde). Solvent: C1=CC=CC=C1 (benzene), C1=CC=CC=C1 (benzene). Yields the product dimethyl acetal, CN(C(=O)NC=1SC(=NN1)C)CC=O (2-[1-methyl-3-(5-methyl-1,3,4-thiadiazol-2-yl)-ureido]acetaldehyde). Reaction SMILES: [CH3:1][C:2]1[S:6][C:5]([N:7]=[C:8]=[O:9])=[N:4][N:3]=1.[CH3:10][NH:11][CH2:12][CH:13]=[O:14]>C1C=CC=CC=1>[CH3:10][N:11]([CH2:12][CH:13]=[O:14])[C:8]([NH:7][C:5]1[S:6][C:2]([CH3:1])=[N:3][N:4]=1)=[O:9]. Reported procedure: A mixture of 5-methyl-1,3,4-thiadiazol-2-yl isocyanate dimer (0.05 mole), the dimethyl acetal of 2-methylaminoacetaldehyde (0.1 mole) and benzene (60 ml) are charged into a glass reaction vessel equipped with a mechanical stirrer and reflux condenser. The reaction mixture is heated at reflux for a period of about 15 minutes. After this time the mixture is stripped of benzene under reduced pressure to yield a solid product as the residue. The residue is then recrystallized to yield the desired pr... The reactants are BrCC(=O)C1=CC(=CC=C1)C(F)(F)F (2-bromo-1-(3-trifluoromethylphenyl)-ethanone), B.C1CCOC1 (borane THF), (R)-(3aR)-tetrahydro-1-methyl-3,3-diphenyl-1H,3H-pyrrolo[1,2-c][1,3,2]oxazaborole. Solvent: O1CCCC1 (tetrahydrofuran), C1(=CC=CC=C1)C (toluene), O1CCCC1 (tetrahydrofuran), O1CCCC1 (tetrahydrofuran). Reaction conditions: time 1.5 hour. Yields the product FC(C=1C=C(C=CC1)[C@H]1OC1)(F)F ((R)-2-(3-trifluoromethyl-phenyl)oxirane). Yield: 90.5%. Reaction SMILES: Br[CH2:2][C:3]([C:5]1[CH:10]=[CH:9][CH:8]=[C:7]([C:11]([F:14])([F:13])[F:12])[CH:6]=1)=[O:4].B.C1COCC1>O1CCCC1.C1(C)C=CC=CC=1>[F:12][C:11]([F:14])([F:13])[C:7]1[CH:6]=[C:5]([C@@H:3]2[CH2:2][O:4]2)[CH:10]=[CH:9][CH:8]=1 |f:1.2|. Reported procedure: Solutions of 4.006 g (15 mmol) of 2-bromo-1-(3-trifluoromethylphenyl)-ethanone, 15 mL of anhydrous tetrahydrofuran and 15 mL of 1M borane-THF in tetrahydrofuran were added simultaneously to a stirring solution of 1.5 mL of 1M (R)-(3aR)-tetrahydro-1-methyl-3,3-diphenyl-1H,3H-pyrrolo[1,2-c][1,3,2]oxazaborole in toluene and 15 mL of anhydrous tetrahydrofuran, cooled in an ice water bath at ca. 15 degrees, over 12.5 minutes. The cooling bath was removed and the mixture stirred at room temperature. A... The reactants are manganic acetate, C(C)(=O)O (acetic acid), 125628g, C(C)(=O)C1=CC=CC=C1 (acetophenone). Product: C(C1=CC=CC=C1)(=O)O (benzoic acid), C=O (formaldehyde). As a reaction SMILES: [C:1]([C:4]1[CH:9]=[CH:8][CH:7]=[CH:6][CH:5]=1)(=[O:3])C.[C:10](O)(=[O:12])C>>[C:1]([OH:3])(=[O:12])[C:4]1[CH:9]=[CH:8][CH:7]=[CH:6][CH:5]=1.[CH2:10]=[O:12]. Procedure details: Khandual et al., J. Indian Chem. Soc., 49, 557-560 (Eng.) (1972) as abstracted in C.A. (1972), 77, 125628g, show the oxidation of acetophenone in 95% acetic acid by manganic acetate to form benzoic acid, and formaldehyde. The oxidation of acetophenone containing ring substituents, e.g., methoxy, is also taught. Starting materials: C12(CCC1)OC1=C(C(C2)NC(=O)NC=2SC3=C(N2)C=CC(=C3)F)C=CC=C1 ((±) 1-(3,4-Dihydro-spiro[2H-1-benzopyran-2,1′-cyclobutane]-4-yl)-3-(6-fluoro-1,3-benzothiazol-2-yl)urea), C1(CCCC1)Br (cyclopentyl bromide), C(=O)([O-])[O-].[K+].[K+] (K2CO3), CN(C)C=O (DMF). Conditions: temperature 60 celsius. Product: C1(CCCC1)OC=1C=CC2=C(C(CC3(CCC3)O2)=O)C1 (6-Cyclopentyloxy-3,4-dihydro-4-oxo-spiro[2H-1-benzopyran-2,1′-cyclobutane]). Reaction SMILES: [C:1]12([CH2:9][CH:8](NC(NC3SC4C=C(F)C=CC=4N=3)=O)[C:7]3[CH:24]=[CH:25][CH:26]=[CH:27][C:6]=3[O:5]1)[CH2:4][CH2:3][CH2:2]2.[CH:28]1(Br)C[CH2:31][CH2:30][CH2:29]1.[C:34]([O-:37])([O-])=O.[K+].[K+].CN(C=[O:44])C>>[CH:34]1([O:37][C:25]2[CH:26]=[CH:27][C:6]3[O:5][C:1]4([CH2:2][CH2:3][CH2:4]4)[CH2:9][C:8](=[O:44])[C:7]=3[CH:24]=2)[CH2:31][CH2:30][CH2:29][CH2:28]1 |f:2.3.4|. Procedure details: To a solution of 3,4-Dihydro-6-hydroxy-4-oxo-spiro[2H-1-benzopyran-2,1′-cyclobutane] (from example 12) (10 mmol) in DMF, cyclopentyl bromide (12 mmol) and K2CO3 (12 mmol) was added and the reaction mixture was heated at 60° C. for 12 h. Solvent was then evaporated and the residue was dissolved in ethyl acetate. Organic layer was washed with water, brine and separated. It was then dried on anhydrous Na2SO4 and concentrated to afford the desired product as oil. The reactants are CCN(C(C)C)C(C)C, CS(C)=O, [Cl-], N#Cc1ccc(F)cc1F, NCC(O)CO, [NH4+]. Product: N#Cc1ccc(F)cc1NCC(O)CO. As a reaction SMILES: [CH2:17]([N:18]([CH:19]([CH3:20])[CH3:21])[CH:22]([CH3:23])[CH3:24])[CH3:25].[CH3:28][S:29]([CH3:30])=[O:31].[Cl-:26].[F:1][c:2]1[c:3]([C:4]#[N:5])[cH:6][cH:7][c:8]([F:10])[cH:9]1.[NH2:11][CH2:12][CH:13]([CH2:14][OH:15])[OH:16].[NH4+:27]>>[c:2]1([NH:11][CH2:12][CH:13]([CH2:14][OH:15])[OH:16])[c:3]([C:4]#[N:5])[cH:6][cH:7][c:8]([F:10])[cH:9]1. Reactants: CCN(C(C)C)C(C)C, CC1CNCC(C)N1C, CC1CNCC(C)N1CC#N, CS(C)=O, CO, COc1cc(COc2cc(NC(=O)c3cnc(Cl)cn3)[nH]n2)cc(OC)c1. Yields the product COc1cc(COc2cc(NC(=O)c3cnc(N4CC(C)N(CC#N)C(C)C4)cn3)[nH]n2)cc(OC)c1. RXN SMILES: [CH2:48]([N:49]([CH:50]([CH3:51])[CH3:52])[CH:53]([CH3:54])[CH3:55])[CH3:56].[CH3:28][N:29]1[CH:30]([CH3:31])[CH2:32][NH:33][CH2:34][CH:35]1[CH3:36].[CH3:37][CH:38]1[N:39]([CH2:45][C:46]#[N:47])[CH:40]([CH3:44])[CH2:41][NH:42][CH2:43]1.[CH3:57][S:58]([CH3:59])=[O:60].[CH3:61][OH:62].[Cl:1][c:2]1[n:3][cH:4][c:5]([C:8](=[O:9])[NH:10][c:11]2[nH:12][n:13][c:14]([O:16][CH2:17][c:18]3[cH:19][c:20]([O:26][CH3:27])[cH:21][c:22]([O:24][CH3:25])[cH:23]3)[cH:15]2)[n:6][cH:7]1>>[c:2]1([N:42]2[CH2:41][CH:40]([CH3:44])[N:39]([CH2:45][C:46]#[N:47])[CH:38]([CH3:37])[CH2:43]2)[n:3][cH:4][c:5]([C:8](=[O:9])[NH:10][c:11]2[nH:12][n:13][c:14]([O:16][CH2:17][c:18]3[cH:19][c:20]([O:26][CH3:27])[cH:21][c:22]([O:24][CH3:25])[cH:23]3)[cH:15]2)[n:6][cH:7]1. The reactants are O=C(O)Cc1ccc(Cn2c3c(c4ccccc42)CCN(C(=O)OCc2ccccc2)C3)cc1, CO, Cl, C1COCCO1. The product is Cl, O=C(O)Cc1ccc(Cn2c3c(c4ccccc42)CCNC3)cc1. As a reaction SMILES: [CH2:1]([O:2][C:3](=[O:4])[N:11]1[CH2:12][c:13]2[n:14]([CH2:24][c:25]3[cH:26][cH:27][c:28]([CH2:31][C:32](=[O:33])[OH:34])[cH:29][cH:30]3)[c:15]3[cH:16][cH:17][cH:18][cH:19][c:20]3[c:21]2[CH2:22][CH2:23]1)[c:5]1[cH:6][cH:7][cH:8][cH:9][cH:10]1.[CH3:36][OH:37].[ClH:35].[O:38]1[CH2:39][CH2:40][O:41][CH2:42][CH2:43]1>>[ClH:35].[NH:11]1[CH2:12][c:13]2[n:14]([CH2:24][c:25]3[cH:26][cH:27][c:28]([CH2:31][C:32](=[O:33])[OH:34])[cH:29][cH:30]3)[c:15]3[cH:16][cH:17][cH:18][cH:19][c:20]3[c:21]2[CH2:22][CH2:23]1.